From a dataset of the Open Reaction Database (ORD), a public repository of structured organic reaction records. describe an organic reaction: reactants, conditions, products, and yield The reactants are CC(C)=O, CC(C)(O)CCCC1CCC2(CCCC3(C2)OCCO3)C1, O, Cc1ccc(S(=O)(=O)O)cc1. Yields the product CC(C)(O)CCCC1CCC2(CCCC(=O)C2)C1. As a reaction SMILES: [CH3:34][C:35](=[O:36])[CH3:37].[O:1]1[CH2:4][CH2:3][O:2][C:5]12[CH2:6][C:7]1([CH2:8][CH:9]([CH2:12][CH2:13][CH2:14][C:15]([CH3:16])([OH:17])[CH3:18])[CH2:10][CH2:11]1)[CH2:19][CH2:20][CH2:21]2.[OH2:22].[c:23]1([CH3:24])[cH:25][cH:26][c:27]([S:28]([OH:29])(=[O:30])=[O:31])[cH:32][cH:33]1>>[O:1]=[C:5]1[CH2:6][C:7]2([CH2:8][CH:9]([CH2:12][CH2:13][CH2:14][C:15]([CH3:16])([OH:17])[CH3:18])[CH2:10][CH2:11]2)[CH2:19][CH2:20][CH2:21]1. Starting materials: CN (methylamine), ClC1=NC=C(C=C1OC)[N+](=O)[O-] (2-Chloro-3-methoxy-5-nitropyridine), solution, CN (methylamine), ice water. Run in CCO (EtOH), CCO (EtOH). Run at temperature 0 celsius, time 10 minute. The product is COC=1C(=NC=C(C1)[N+](=O)[O-])NC (3-methoxy-N-methyl-5-nitropyridin-2-amine). Reaction SMILES: Cl[C:2]1[C:7]([O:8][CH3:9])=[CH:6][C:5]([N+:10]([O-:12])=[O:11])=[CH:4][N:3]=1.[CH3:13][NH2:14]>CCO>[CH3:9][O:8][C:7]1[C:2]([NH:14][CH3:13])=[N:3][CH:4]=[C:5]([N+:10]([O-:12])=[O:11])[CH:6]=1. Procedure details: 2-Chloro-3-methoxy-5-nitropyridine (8.00 g, 43.4 mmol) was added portion-wise to a 35% solution of methylamine in EtOH (14 mL). After standing for 10 min the mixture was cooled to 0° C. and further 35% methylamine in EtOH (14 mL) was added. After stirring at rt for 20 min ice/water (˜28 mL) was added. The mixture was cooled to 0° C., stirred vigorously and then allowed to stand for 15 min. The resulting solids were isolation by filtration, washed with H2O and dried to yield crude 3-methoxy-N-met...